This data is from the Open Reaction Database (ORD), a public repository of structured organic reaction records. The task is: describe an organic reaction: reactants, conditions, products, and yield Starting materials: C(OCC)(OCC)=O (diethyl carbonate), [H-].[Na+] (NaH), C1(CCCCC1)=O (cyclohexanone), Cl (hydrochloric acid), C1(CCCCC1)=O (cyclohexanone). Run in C1CCOC1 (THF), C1CCOC1 (THF), [Cl-].[Na+].O (brine). Reaction conditions: time 0.5 hour. The product is O=C1C(CCCC1)C(=O)OCC (Ethyl 2-oxocyclohexanecarboxylate). The yield is 80.8%. As a reaction SMILES: [C:1](=[O:8])([O:5][CH2:6][CH3:7])OCC.[H-].[Na+].[C:11]1(=[O:17])[CH2:16][CH2:15][CH2:14][CH2:13][CH2:12]1.Cl>C1COCC1.[Cl-].[Na+].O>[O:17]=[C:11]1[CH2:16][CH2:15][CH2:14][CH2:13][CH:12]1[C:1]([O:5][CH2:6][CH3:7])=[O:8] |f:1.2,6.7.8|. Procedure: A 1000 mL flashk was charged with diethyl carbonate (146 mL, 1.2 mol) and 150 mL of dry THF, and NaH (60%, 63 g, 1.6 mol) was added to the mixtrure under stirring. The mixture was heated to reflux for 1 h, and then, a solution of cyclohexanone (50 mL, 0.48 mol) in anhydrous THF (50 mL) was added dropwise to the mixture, and the addition of cyclohexanone was continued for ca. 0.5 h. The mixture was refluxed for an additional 1.5 h. After cooled, the mixture was hydrolyzed by 3N hydrochloric acid,...